Dataset: the Open Reaction Database (ORD), a public repository of structured organic reaction records. Task: describe an organic reaction: reactants, conditions, products, and yield The reactants are C(C)(C)(C)OC(=O)N1CCC(CC1)=O (4-Oxo-piperidin-1-carboxylic acid tert-butyl ester), [Cl-].[Al+3].[Cl-].[Cl-] (aluminium chloride), BrBr (bromine). Run in O1CCCC1 (tetrahydrofuran), C(C)OCC (diethyl ether). Run at temperature 2.5 celsius, time 24 hour. The product is C(C)(C)(C)OC(=O)N1CC(C(CC1)=O)Br (3-Bromo-4-oxo-piperidine-1-carboxylic acid tert-butyl ester). The yield is 71.9%. RXN SMILES: [C:1]([O:5][C:6]([N:8]1[CH2:13][CH2:12][C:11](=[O:14])[CH2:10][CH2:9]1)=[O:7])([CH3:4])([CH3:3])[CH3:2].[Cl-].[Al+3].[Cl-].[Cl-].[Br:19]Br>O1CCCC1.C(OCC)C>[C:1]([O:5][C:6]([N:8]1[CH2:9][CH2:10][C:11](=[O:14])[CH:12]([Br:19])[CH2:13]1)=[O:7])([CH3:4])([CH3:2])[CH3:3] |f:1.2.3.4|. Procedure: A solution of 4-Oxo-piperidin-1-carboxylic acid tert-butyl ester (10 grams, 50 mmol) and aluminium chloride (0.67 grams, 5 mmol) in tetrahydrofuran (30 mL) and diethyl ether (30 mL) was cooled to 0° C., and then treated with bromine (2.6 mL, 50 mmol) over a period of 30 minutes. Stirred the reaction mass for 24 hours at 0-5° C. After completion of reaction, the obtain solids were filtered and the mother liquor was concentrated under vacuum. The obtain crude was triturated with diethyl ether and ...